The task is: describe an organic reaction: reactants, conditions, products, and yield. This data is from the Open Reaction Database (ORD), a public repository of structured organic reaction records. Starting materials: [H-], CI, [Na+], C1CCOC1, S=C1CSc2ccccc2N1. The product is CSC1=Nc2ccccc2SC1. RXN SMILES: [H-:1].[I:14][CH3:15].[Na+:2].[O:16]1[CH2:17][CH2:18][CH2:19][CH2:20]1.[S:3]1[CH2:4][C:5](=[S:13])[NH:6][c:7]2[c:8]1[cH:9][cH:10][cH:11][cH:12]2>>[S:3]1[CH2:4][C:5]([S:13][CH3:15])=[N:6][c:7]2[c:8]1[cH:9][cH:10][cH:11][cH:12]2.